From a dataset of the Open Reaction Database (ORD), a public repository of structured organic reaction records. describe an organic reaction: reactants, conditions, products, and yield Reactants: CC(=O)O[BH-](OC(C)=O)OC(C)=O, CC(=O)O, COc1ccc(C=O)cc1, CC(O)CN, [Na+], C1CCOC1. Yields the product COc1ccc(CNCC(C)O)cc1. Reaction SMILES: [C:16]([O:17][BH-:18]([O:19][C:20](=[O:21])[CH3:22])[O:23][C:24](=[O:25])[CH3:26])(=[O:27])[CH3:28].[CH3:35][C:36](=[O:37])[OH:38].[CH:6]([c:7]1[cH:8][cH:9][c:10]([O:13][CH3:14])[cH:11][cH:12]1)=[O:15].[NH2:1][CH2:2][CH:3]([CH3:4])[OH:5].[Na+:29].[O:30]1[CH2:31][CH2:32][CH2:33][CH2:34]1>>[NH:1]([CH2:2][CH:3]([CH3:4])[OH:5])[CH2:6][c:7]1[cH:8][cH:9][c:10]([O:13][CH3:14])[cH:11][cH:12]1.